Dataset: the Open Reaction Database (ORD), a public repository of structured organic reaction records. Task: describe an organic reaction: reactants, conditions, products, and yield Procedure details: To a solution of 4-thioxo-1,3-thiazolidin-2-one (2.24 g) in ethanol (20 mL) was added 2-(2-methoxyethoxy)ethanamine (2.5 g), and the mixture was stirred at room temperature for 5 hr. The solvent was evaporated under reduced pressure, and the residue was purified by silica gel column chromatography (ethyl acetate) to give the title compound (3.1 g). Conditions: time 5 hour. Isolated yield 84.4%. The solvent is C(C)O (ethanol). Yields the product COCCOCCNC1=NC(SC1)=O (4-{[2-(2-methoxyethoxy)ethyl]amino}-1,3-thiazol-2(5H)-one). As a reaction SMILES: S=[C:2]1[CH2:6][S:5][C:4](=[O:7])[NH:3]1.[CH3:8][O:9][CH2:10][CH2:11][O:12][CH2:13][CH2:14][NH2:15]>C(O)C>[CH3:8][O:9][CH2:10][CH2:11][O:12][CH2:13][CH2:14][NH:15][C:2]1[CH2:6][S:5][C:4](=[O:7])[N:3]=1. Starting materials: S=C1NC(SC1)=O (4-thioxo-1,3-thiazolidin-2-one), COCCOCCN (2-(2-methoxyethoxy)ethanamine). Reaction SMILES: [C:17](=[O:18])([O-:19])[O-:20].[CH3:23][C:24]#[N:25].[Cl:9][c:10]1[n:11][cH:12][cH:13][c:14]([Cl:16])[n:15]1.[Na+:21].[Na+:22].[cH:26]1[cH:27][cH:28][c:29]([P:30]([Pd:31]([P:32]([c:33]2[cH:34][cH:35][cH:36][cH:37][cH:38]2)([c:39]2[cH:40][cH:41][cH:42][cH:43][cH:44]2)[c:45]2[cH:46][cH:47][cH:48][cH:49][cH:50]2)([P:51]([c:52]2[cH:53][cH:54][cH:55][cH:56][cH:57]2)([c:58]2[cH:59][cH:60][cH:61][cH:62][cH:63]2)[c:64]2[cH:65][cH:66][cH:67][cH:68][cH:69]2)[P:70]([c:71]2[cH:72][cH:73][cH:74][cH:75][cH:76]2)([c:77]2[cH:78][cH:79][cH:80][cH:81][cH:82]2)[c:83]2[cH:84][cH:85][cH:86][cH:87][cH:88]2)([c:89]2[cH:90][cH:91][cH:92][cH:93][cH:94]2)[c:95]2[cH:96][cH:97][cH:98][cH:99][cH:100]2)[cH:101][cH:102]1.[s:1]1[cH:2][c:3]([B:6]([OH:7])[OH:8])[cH:4][cH:5]1>>[s:1]1[cH:2][c:3](-[c:14]2[cH:13][cH:12][n:11][c:10]([Cl:9])[n:15]2)[cH:4][cH:5]1. Yields the product Clc1nccc(-c2ccsc2)n1. The reactants are O=C([O-])[O-], CC#N, Clc1ccnc(Cl)n1, [Na+], [Na+], c1ccc(P(c2ccccc2)(c2ccccc2)[Pd](P(c2ccccc2)(c2ccccc2)c2ccccc2)(P(c2ccccc2)(c2ccccc2)c2ccccc2)P(c2ccccc2)(c2ccccc2)c2ccccc2)cc1, OB(O)c1ccsc1. Reactants: CC(=O)O, CCOC(=O)C(C)=Cc1ccccc1[N+](=O)[O-], [Fe], O. Product: CCOC(=O)C(C)=Cc1ccccc1N. RXN SMILES: [CH3:1][C:2](=[O:3])[OH:4].[CH3:5][C:6]([C:7](=[O:8])[O:9][CH2:10][CH3:11])=[CH:12][c:13]1[c:14]([N+:19]([O-:20])=[O:21])[cH:15][cH:16][cH:17][cH:18]1.[Fe:22].[OH2:23]>>[CH3:5][C:6]([C:7](=[O:8])[O:9][CH2:10][CH3:11])=[CH:12][c:13]1[c:14]([NH2:19])[cH:15][cH:16][cH:17][cH:18]1. The reactants are Cc1nc(O)ccc1[N+](=O)[O-], O, O=P(Cl)(Cl)Cl. The product is Cc1nc(Cl)ccc1[N+](=O)[O-]. RXN SMILES: [CH3:1][c:2]1[c:3]([N+:9](=[O:10])[O-:11])[cH:4][cH:5][c:6]([OH:8])[n:7]1.[OH2:12].[P:13]([Cl:14])([Cl:15])([Cl:16])=[O:17]>>[CH3:1][c:2]1[c:3]([N+:9](=[O:10])[O-:11])[cH:4][cH:5][c:6]([Cl:15])[n:7]1. The product is Brc1ccccc1CC(c1cccnc1)c1cccnc1. Reaction SMILES: [Br:22][c:23]1[c:24]([CH2:25][Br:26])[cH:27][cH:28][cH:29][cH:30]1.[CH2:1]([c:2]1[cH:3][n:4][cH:5][cH:6][cH:7]1)[c:8]1[cH:9][n:10][cH:11][cH:12][cH:13]1.[CH2:32]1[O:33][CH2:34][CH2:35][CH2:36]1.[CH2:37]1[CH2:38][CH2:39][CH2:40][CH2:41][CH2:42]1.[CH:14]([N-:15][CH:16]([CH3:17])[CH3:18])([CH3:19])[CH3:20].[Li+:21].[OH2:31]>>[CH:1]([c:2]1[cH:3][n:4][cH:5][cH:6][cH:7]1)([c:8]1[cH:9][n:10][cH:11][cH:12][cH:13]1)[CH2:25][c:24]1[c:23]([Br:22])[cH:30][cH:29][cH:28][cH:27]1. Reactants: BrCc1ccccc1Br, c1cncc(Cc2cccnc2)c1, C1CCOC1, C1CCCCC1, CC(C)[N-]C(C)C, [Li+], O. Starting materials: Cl.NC1=CC=CC=2N1C(=C(N2)C)C(=O)OCC (5-amino-3-ethoxycarbonyl-2-methylimidazo[1,2-a]pyridine-hydrochloride), [H-].[Na+] (sodium hydride), O (water). Solvent: CN(C)C=O (DMF). Reaction conditions: time 0.5 hour. The product is CC=1N=C2N3C1C(NC3=CC=C2)=O (1,2-Dihydro-3-methyl-1,4,7b-triazacyclopent[cd]inden-2-one). Isolated yield 86.2%. As a reaction SMILES: [H-].[Na+].Cl.[NH2:4][C:5]1[N:10]2[C:11]([C:15]([O:17]CC)=O)=[C:12]([CH3:14])[N:13]=[C:9]2[CH:8]=[CH:7][CH:6]=1.O>CN(C=O)C>[CH3:14][C:12]1[N:13]=[C:9]2[CH:8]=[CH:7][CH:6]=[C:5]3[N:10]2[C:11]=1[C:15](=[O:17])[NH:4]3 |f:0.1,2.3|. Procedure details: To a suspension of 4.8 g (120 mmol) of sodium hydride (60% dispersion in oil) in 60 ml of DMF was added 10.23 g (40 mmol) of 5-amino-3-ethoxycarbonyl-2-methylimidazo[1,2-a]pyridine-hydrochloride with small portions. The mixture was stirred for 0.5 hour, then for 0.5 hour at 100° C., which was left standing for cooling. To the reaction mixture was added 60 ml of water. The mixture was washed with chloroform, to which was added, while stirring at room temperature, conc. HCl to make the pH of the s...